Dataset: the Open Reaction Database (ORD), a public repository of structured organic reaction records. Task: describe an organic reaction: reactants, conditions, products, and yield Starting materials: ClC1=C(C=CC=C1)C1CCN(CC1)C(C)=O (1-[4-(2-Chloro-phenyl)-piperidin-1-yl]-ethanone). Run in [OH-].[Na+] (sodium hydroxide), C(C)O (ethanol). Reaction conditions: temperature 50 celsius. Yields the product Cl.ClC1=C(C=CC=C1)C1CCNCC1 (4-(2-Chloro-phenyl)-piperidine hydrochloride). Isolated yield 122.9%. Reaction SMILES: [Cl:1][C:2]1[CH:7]=[CH:6][CH:5]=[CH:4][C:3]=1[CH:8]1[CH2:13][CH2:12][N:11](C(=O)C)[CH2:10][CH2:9]1>[OH-].[Na+].C(O)C>[ClH:1].[Cl:1][C:2]1[CH:7]=[CH:6][CH:5]=[CH:4][C:3]=1[CH:8]1[CH2:9][CH2:10][NH:11][CH2:12][CH2:13]1 |f:1.2,4.5|. Procedure: 1-[4-(2-Chloro-phenyl)-piperidin-1-yl]-ethanone (0.2 g) was dissolved in a solution of aqueous sodium hydroxide (1 N, 5 mL) and ethanol (10 mL) and heated to 50° C. for 6 hours. The solvent was removed by evaporation under vacuum, and the products extracted into ethyl acetate, washed with water (20 mL) then dried over magnesium sulphate, filtered and the solvent removed by evaporation under vacuum. The residue was dissolved in a solution of hydrogen chloride in dioxane (4 N, 1 mL) and the solven... The reactants are FC1=CC=C(C=C1)C=1NC(C(C#N)=CC1)=O (6-(p-fluorophenyl)-1,2-dihydro-2-oxonicotinonitrile), CN1CCNCCC1 (N-methylhomopiperazine). The solvent is CS(=O)C (dimethyl sulfoxide). Yields the product CN1CCN(CCC1)C1=CC=C(C=C1)C=1NC(C(C#N)=CC1)=O (6-[p-(hexahydro-4-methyl-1H-1,4-diazepin-1-yl)phenyl]-1,2-dihydro-2-oxonicotinonitrile). Reaction SMILES: F[C:2]1[CH:7]=[CH:6][C:5]([C:8]2[NH:9][C:10](=[O:16])[C:11](=[CH:14][CH:15]=2)[C:12]#[N:13])=[CH:4][CH:3]=1.[CH3:17][N:18]1[CH2:24][CH2:23][CH2:22][NH:21][CH2:20][CH2:19]1>CS(C)=O>[CH3:17][N:18]1[CH2:24][CH2:23][CH2:22][N:21]([C:2]2[CH:7]=[CH:6][C:5]([C:8]3[NH:9][C:10](=[O:16])[C:11](=[CH:14][CH:15]=3)[C:12]#[N:13])=[CH:4][CH:3]=2)[CH2:20][CH2:19]1. Procedure details: From 12.9 g. of 6-(p-fluorophenyl)-1,2-dihydro-2-oxonicotinonitrile and 13.8 g. of N-methylhomopiperazine in 180 ml. of dimethyl sulfoxide, there is obtained 6-[p-(hexahydro-4-methyl-1H-1,4-diazepin-1-yl)phenyl]-1,2-dihydro-2-oxonicotinonitrile. Reactants: ClC=1C(=C(C=C2C=C(C(OC12)C(F)(F)F)C(=O)OC)CC)OC (methyl 8-chloro-6-ethyl-7-methoxy-2-(trifluoromethyl)-2H-chromene-3-carboxylate), [OH-].[Li+] (lithium hydroxide), Cl (hydrochloric acid), C(C)O (ethanol). Solvent: O1CCCC1 (tetrahydrofuran), O (water), O (water). Product: ClC=1C(=C(C=C2C=C(C(OC12)C(F)(F)F)C(=O)O)CC)OC (8-Chloro-6-ethyl-7-methoxy-2-(trifluoromethyl)-2H-chromene-3-carboxylic acid). RXN SMILES: [Cl:1][C:2]1[C:3]([O:22][CH3:23])=[C:4]([CH2:20][CH3:21])[CH:5]=[C:6]2[C:11]=1[O:10][CH:9]([C:12]([F:15])([F:14])[F:13])[C:8]([C:16]([O:18]C)=[O:17])=[CH:7]2.[OH-].[Li+].C(O)C.Cl>O1CCCC1.O>[Cl:1][C:2]1[C:3]([O:22][CH3:23])=[C:4]([CH2:20][CH3:21])[CH:5]=[C:6]2[C:11]=1[O:10][CH:9]([C:12]([F:15])([F:14])[F:13])[C:8]([C:16]([OH:18])=[O:17])=[CH:7]2 |f:1.2|. Reported procedure: To a solution of 0.14 g(0.4 mmol) of methyl 8-chloro-6-ethyl-7-methoxy-2-(trifluoromethyl)-2H-chromene-3-carboxylate in 5 mL of tetrahydrofuran was added a solution of 82 mg (1.95 mmol ) lithium hydroxide in 8 mL of water, followed by addition of 3 mL of ethanol. The resulting solution was heated to reflux for two h. The mixture was concd in vacuo. The residue was diluted with water and acidified to pH=1.0 with dilute hydrochloric acid. The product was extracted with ethyl acetate and the combin...